Dataset: the Open Reaction Database (ORD), a public repository of structured organic reaction records. Task: describe an organic reaction: reactants, conditions, products, and yield Starting materials: [H-].[Al+3].[Li+].[H-].[H-].[H-] (lithium aluminium hydride), O=C1C=C(OC2=C1C=CC=C2NC(C2=CC=C(C=C2)OCCCCC2=CC=CC=C2)=O)C=2N=NN(N2)O (4-Oxo-8-[4-(4-phenylbutoxy)benzoylamino]-2-(2-hydroxytetrazol-5-yl)-4H-1-benzopyran). The reagents and catalysts are [Ti](Cl)(Cl)(Cl)Cl (titanium tetrachloride), [Ti] (titanium (0)). Solvent: O1CCCC1 (tetrahydrofuran), solution, O1CCCC1 (tetrahydrofuran). Reaction conditions: time 15 minute. Yields the product C=1C=CC(=CC1)CCCCOC=2C=CC(=CC2)C(=O)NC=3C=CC=C4C3OC(=CC4=O)C5=NNN=N5 (pranlukast). Reaction SMILES: [H-].[Al+3].[Li+].[H-].[H-].[H-].[O:7]=[C:8]1[C:13]2[CH:14]=[CH:15][CH:16]=[C:17]([NH:18][C:19](=[O:37])[C:20]3[CH:25]=[CH:24][C:23]([O:26][CH2:27][CH2:28][CH2:29][CH2:30][C:31]4[CH:36]=[CH:35][CH:34]=[CH:33][CH:32]=4)=[CH:22][CH:21]=3)[C:12]=2[O:11][C:10]([C:38]2[N:39]=[N:40][N:41](O)[N:42]=2)=[CH:9]1>O1CCCC1.[Ti](Cl)(Cl)(Cl)Cl.[Ti]>[CH:34]1[CH:35]=[CH:36][C:31]([CH2:30][CH2:29][CH2:28][CH2:27][O:26][C:23]2[CH:24]=[CH:25][C:20]([C:19]([NH:18][C:17]3[CH:16]=[CH:15][CH:14]=[C:13]4[C:8](=[O:7])[CH:9]=[C:10]([C:38]5[N:42]=[N:41][NH:40][N:39]=5)[O:11][C:12]=34)=[O:37])=[CH:21][CH:22]=2)=[CH:32][CH:33]=1 |f:0.1.2.3.4.5|. Procedure: To a suspension of titanium tetrachloride (0.49 ml, 1.8 mole equivalents) in tetrahydrofuran (2.5 ml) was added lithium aluminium hydride (123 mg, 1.3 mole equivalents) to produce a black suspension of titanium (0) which was stirred for 15 minutes. 4-Oxo-8-[4-(4-phenylbutoxy)benzoylamino]-2-(2-hydroxytetrazol-5-yl)-4H-1-benzopyran (1.24, 1 mole equivalent) was added, together with additional tetrahydrofuran (5 ml). The mixture was stirred for 60 minutes at room temperature and then heated at ref... Reactants: BrC/C=C(/C(OCC)OCC)\C ((E)-4-bromo-1,1-diethoxy-2-methyl-2-butene), C(C)(=O)NC1=CC=C(C=C1)O (p-acetylaminophenol), C([O-])([O-])=O.[K+].[K+] (potassium carbonate), O (water). Solvent: CN(C=O)C (dimethyl formamide). Reaction conditions: time 4 day. Product: C(C)(=O)NC1=CC=C(OC/C=C(/C(OCC)OCC)\C)C=C1 ((E)-4-(4-acetylaminophenoxy)-1,1-diethoxy-2-methyl-2-butene). Yield: 57.9%. As a reaction SMILES: Br[CH2:2]/[CH:3]=[C:4](\[CH3:12])/[CH:5]([O:9][CH2:10][CH3:11])[O:6][CH2:7][CH3:8].[C:13]([NH:16][C:17]1[CH:22]=[CH:21][C:20]([OH:23])=[CH:19][CH:18]=1)(=[O:15])[CH3:14].C(=O)([O-])[O-].[K+].[K+].O>CN(C)C=O>[C:13]([NH:16][C:17]1[CH:22]=[CH:21][C:20]([O:23][CH2:2]/[CH:3]=[C:4](\[CH3:12])/[CH:5]([O:9][CH2:10][CH3:11])[O:6][CH2:7][CH3:8])=[CH:19][CH:18]=1)(=[O:15])[CH3:14] |f:2.3.4|. Procedure: A solution of 1.0 g (E)-4-bromo-1,1-diethoxy-2-methyl-2-butene in 10 ml of sieve dried dimethyl formamide is treated with 0.7 g of p-acetylaminophenol and 0.64 g anhydrous potassium carbonate. The suspension is stirred under nitrogen for four days and the mixture is then poured into 100 ml water and the hazy solution extracted with two 100 ml portions of benzene. The benzene extract is washed with water and dried with sodium sulfate. The benzene extract is concentrated and vacuum dried to give 0... Starting materials: C(CCCCCCC)Br (n-Octyl bromide), OC1=CC=C(C=C1)C1=CC=C(C(=O)O)C=C1 (4-(4-hydroxyphenyl)benzoic acid), [OH-].[Na+] (sodium hydroxide). Run at temperature 70 celsius, time 18 hour. Product: C(CCCCCCC)OC1=CC=C(C=C1)C1=CC=CC=C1 (4'-n-octyloxy 1,1'-biphenyl). As a reaction SMILES: [CH2:1](Br)[CH2:2][CH2:3][CH2:4][CH2:5][CH2:6][CH2:7][CH3:8].[OH:10][C:11]1[CH:16]=[CH:15][C:14]([C:17]2[CH:25]=[CH:24][C:20](C(O)=O)=[CH:19][CH:18]=2)=[CH:13][CH:12]=1.[OH-].[Na+]>>[CH2:1]([O:10][C:11]1[CH:12]=[CH:13][C:14]([C:17]2[CH:25]=[CH:24][CH:20]=[CH:19][CH:18]=2)=[CH:15][CH:16]=1)[CH2:2][CH2:3][CH2:4][CH2:5][CH2:6][CH2:7][CH3:8] |f:2.3|. Procedure details: n-Octyl bromide (0.102 mol) is added to a solution of 4-(4-hydroxyphenyl)benzoic acid (0.102 mol) and 2.5N sodium hydroxide (0.102 mol) and the mixture stirred at 70° C. for a period of 18 hours. The reaction mixture is allowed to cool and then acidified to pH 3 and partitioned between ethyl acetate and water. The organic phase is washed with water and brine and the solvent then removed to obtain the 4'-n-octyloxy 1,1'-biphenyl!-4-ylcarboxylic acid, C21H23O3, M.W. 326.4. The reactants are ClCCl (dichloromethane), C(C)OC(=O)[C@H]1CN(CCC1)CCO\C=C(/C1=CC=CC=C1)\C1=C(C=CC=C1)C (E-(R)-1-[2-[[2-(2-Methylphenyl)-2-phenylethenyl]oxy]ethyl]-3-piperidine carboxylic acid ethyl ester), [OH-].[Na+] (sodium hydroxide), 2h, Cl (hydrochloric acid). Run in C(C)O (ethanol), CC(=O)C (acetone). The product is Cl.CC1=C(C=CC=C1)/C(=C/OCCN1C[C@@H](CCC1)C(=O)O)/C1=CC=CC=C1 (E-(R)-1-[2-[[2-(2-Methylphenyl)-2-phenylethenyl]oxy]ethyl]-3-piperidine carboxylic acid hydrochloride). Yield: 62.0%. As a reaction SMILES: C([O:3][C:4]([C@@H:6]1[CH2:11][CH2:10][CH2:9][N:8]([CH2:12][CH2:13][O:14]/[CH:15]=[C:16](/[C:23]2[CH:28]=[CH:27][CH:26]=[CH:25][C:24]=2[CH3:29])\[C:17]2[CH:22]=[CH:21][CH:20]=[CH:19][CH:18]=2)[CH2:7]1)=[O:5])C.[OH-].[Na+].Cl.[Cl:33]CCl>C(O)C.CC(C)=O>[ClH:33].[CH3:29][C:24]1[CH:25]=[CH:26][CH:27]=[CH:28][C:23]=1/[C:16](/[C:17]1[CH:18]=[CH:19][CH:20]=[CH:21][CH:22]=1)=[CH:15]/[O:14][CH2:13][CH2:12][N:8]1[CH2:9][CH2:10][CH2:11][C@@H:6]([C:4]([OH:5])=[O:3])[CH2:7]1 |f:1.2,7.8|. Reported procedure: E-(R)-1-[2-[[2-(2-Methylphenyl)-2-phenylethenyl]oxy]ethyl]-3-piperidine carboxylic acid ethyl ester (1.1 g, 0.0028 mol) (prepared as described in Method A) was dissolved in ethanol (5 ml) and 12N sodium hydroxide solution (0.7 ml) was introduced. After stirring the solution at room temperature for 2h, 37% hydrochloric acid solution (ca. 1.0 ml) was added (with cooling) followed by dichloromethane (300 ml) and the mixture was dried (Na2SO4). Filtration and evaporation of the filtrate gave a resid...